This data is from the Open Reaction Database (ORD), a public repository of structured organic reaction records. The task is: describe an organic reaction: reactants, conditions, products, and yield Starting materials: CC(=O)NC(C)c1nnc(Cc2ccc(C)cc2)[nH]c1=O, Cl, [Na+], [OH-]. Yields the product Cc1ccc(Cc2nnc(C(C)N)c(=O)[nH]2)cc1. As a reaction SMILES: [CH3:1][c:2]1[cH:3][cH:4][c:5]([CH2:6][c:7]2[n:8][n:9][c:10]([CH:14]([CH3:15])[NH:16][C:17](=[O:18])[CH3:19])[c:11](=[O:13])[nH:12]2)[cH:20][cH:21]1.[ClH:24].[Na+:23].[OH-:22]>>[CH3:1][c:2]1[cH:3][cH:4][c:5]([CH2:6][c:7]2[n:8][n:9][c:10]([CH:14]([CH3:15])[NH2:16])[c:11](=[O:13])[nH:12]2)[cH:20][cH:21]1. Reactants: NC1=CC=C(C=C1C(C(F)(F)F)(C#CC=1OC=CC1)O)Cl (6-Amino-3-chloro-α-(furan-2-yl)ethynyl-α-(trifluoromethyl)benzyl alcohol), C([O-])([O-])=O.[Cs+].[Cs+].[I-].[Li+] (cesium carbonate lithium iodide), [H-].[Na+] (sodium hydride). The product is ClC=1C=CC2=C([C@](O[C@H](C(N2)=O)CC)(C(F)(F)F)C#CC2=COC=C2)C1 (rel-(3S,5S)-7-Chloro-5-(3-furanylethynyl)-1,5-dihydro-3-ethyl-5-(trifluoromethyl)-4,1-benzoxazepin-2(3H)-one). RXN SMILES: [NH2:1][C:2]1[C:7]([C:8]([OH:20])([C:13]#[C:14][C:15]2OC=[CH:18][CH:19]=2)[C:9]([F:12])([F:11])[F:10])=[CH:6][C:5]([Cl:21])=[CH:4][CH:3]=1.[C:22](=[O:25])([O-])[O-].[Cs+].[Cs+].[I-].[Li+].[H-].[Na+]>>[Cl:21][C:5]1[CH:4]=[CH:3][C:2]2[NH:1][C:8](=[O:20])[C@H:7]([CH2:6][CH3:5])[O:20][C@:8]([C:13]#[C:14][C:15]3[CH:19]=[CH:18][O:25][CH:22]=3)([C:9]([F:10])([F:11])[F:12])[C:7]=2[CH:6]=1 |f:1.2.3.4.5,6.7|. Procedure: The title compound was prepared in a manner similar to the product of Example 11 except that cesium carbonate/lithium iodide rather than sodium hydride was used in the final reaction step: mp 169-170°; HRMS: Calcd. for C18H14NO3F3Cl (M+H)+ : 384.061431. Found: 384.058632. Starting materials: BrC1=NNC2=CC=CC=C12 (3-bromo-1H-indazole), O1CCCC=C1 (3,4-dihydro-2H-pyrane), C(O)([O-])=O.[Na+] (sodium hydrogen carbonate). Reagents/catalysts: O.C1(=CC=C(C=C1)S(=O)(=O)O)C (p-toluenesulfonic acid monohydrate). Run in C1(=CC=CC=C1)C (toluene). Reaction conditions: temperature 80 celsius. Product: BrC1=NN(C2=CC=CC=C12)C1OCCCC1 (3-Bromo-1-(tetrahydro-2H-pyran-2-yl)-1H-indazole). Yield: 79.9%. As a reaction SMILES: [Br:1][C:2]1[C:10]2[C:5](=[CH:6][CH:7]=[CH:8][CH:9]=2)[NH:4][N:3]=1.[O:11]1[CH:16]=[CH:15][CH2:14][CH2:13][CH2:12]1.C(=O)([O-])O.[Na+]>C1(C)C=CC=CC=1.O.C1(C)C=CC(S(O)(=O)=O)=CC=1>[Br:1][C:2]1[C:10]2[C:5](=[CH:6][CH:7]=[CH:8][CH:9]=2)[N:4]([CH:12]2[CH2:13][CH2:14][CH2:15][CH2:16][O:11]2)[N:3]=1 |f:2.3,5.6|. Procedure details: To a solution of 3-bromo-1H-indazole (500 mg) synthesized according to a method of the literature (V> Auwers, et al., J. Prakt. Chem., 1924, 314) in toluene (25 mL, manufactured by Wako Pure Chemical Industries, Ltd.), 3,4-dihydro-2H-pyrane (640 mg, manufactured by Tokyo Chemical Industry Co., Ltd.) and p-toluenesulfonic acid monohydrate (10 mg, manufactured by Wako Pure Chemical Industries, Ltd.) were added, and the mixture was heated for one hour at 80° C. The reaction solution was cooled to r... Starting materials: CCOC(=O)c1nc(Br)c2nc(-c3ccccc3)sc2c1O, CCCC[Sn](CCCC)(CCCC)c1ccco1, CN(C)C=O, Cl[Pd]Cl, c1ccc(P(c2ccccc2)c2ccccc2)cc1, c1ccc(P(c2ccccc2)c2ccccc2)cc1. Yields the product CCOC(=O)c1nc(-c2ccco2)c2nc(-c3ccccc3)sc2c1O. As a reaction SMILES: [CH2:1]([CH3:2])[O:3][C:4](=[O:5])[c:6]1[c:7]([OH:22])[c:8]2[c:9]([c:10]([Br:12])[n:11]1)[n:13][c:14](-[c:16]1[cH:17][cH:18][cH:19][cH:20][cH:21]1)[s:15]2.[CH2:23]([Sn:24]([CH2:25][CH2:26][CH2:27][CH3:33])([c:28]1[o:29][cH:30][cH:31][cH:32]1)[CH2:34][CH2:35][CH2:36][CH3:37])[CH2:38][CH2:39][CH3:40].[CH3:41][N:42]([CH3:43])[CH:44]=[O:45].[Pd:46]([Cl:47])[Cl:48].[c:49]1([P:50]([c:51]2[cH:52][cH:53][cH:54][cH:55][cH:56]2)[c:57]2[cH:58][cH:59][cH:60][cH:61][cH:62]2)[cH:63][cH:64][cH:65][cH:66][cH:67]1.[c:68]1([P:69]([c:70]2[cH:71][cH:72][cH:73][cH:74][cH:75]2)[c:76]2[cH:77][cH:78][cH:79][cH:80][cH:81]2)[cH:82][cH:83][cH:84][cH:85][cH:86]1>>[CH2:1]([CH3:2])[O:3][C:4](=[O:5])[c:6]1[c:7]([OH:22])[c:8]2[c:9]([c:10](-[c:28]3[o:29][cH:30][cH:31][cH:32]3)[n:11]1)[n:13][c:14](-[c:16]1[cH:17][cH:18][cH:19][cH:20][cH:21]1)[s:15]2. The reactants are C(C)OC([C@@H](NC(C1=C(C=CC=C1F)Cl)=O)CC1=CC=C(C=C1)C1=C(C=C(C=C1OC)C=O)OC)=O (N-(2-chloro-6-fluorobenzoyl)-4-(2,6-dimethoxy-4-formylphenyl)-L-phenylalanine ethyl ester), [Li+].[OH-] (LiOH), OO (H2O2), C1CCOC1 (THF), Cl (HCl). Reaction conditions: temperature 5 celsius, time 14 hour. Yields the product ClC1=C(C(=O)N[C@@H](CC2=CC=C(C=C2)C2=C(C=C(C=C2OC)COCC)OC)C(=O)O)C(=CC=C1)F (N-(2-Chloro-6-fluorobenzoyl)-4-(2,6-dimethoxy-4-ethoxymethylphenyl)-L-phenylalanine). As a reaction SMILES: C([O:3][C:4](=[O:36])[C@H:5]([CH2:17][C:18]1[CH:23]=[CH:22][C:21]([C:24]2[C:29]([O:30][CH3:31])=[CH:28][C:27]([CH:32]=[O:33])=[CH:26][C:25]=2[O:34][CH3:35])=[CH:20][CH:19]=1)[NH:6][C:7](=[O:16])[C:8]1[C:13]([F:14])=[CH:12][CH:11]=[CH:10][C:9]=1[Cl:15])C.[Li+].[OH-].OO.Cl.[CH2:42]1COC[CH2:43]1>>[Cl:15][C:9]1[CH:10]=[CH:11][CH:12]=[C:13]([F:14])[C:8]=1[C:7]([NH:6][C@H:5]([C:4]([OH:3])=[O:36])[CH2:17][C:18]1[CH:19]=[CH:20][C:21]([C:24]2[C:29]([O:30][CH3:31])=[CH:28][C:27]([CH2:32][O:33][CH2:42][CH3:43])=[CH:26][C:25]=2[O:34][CH3:35])=[CH:22][CH:23]=1)=[O:16] |f:1.2|. Reported procedure: To a solution of the product obtained in Example 19 (210 mg) in THF (5 ml) were added 0.5N LiOH (1.54 ml) and 3% H2O2 (65 μl) at 5° C. The mixture was stirred at 5° C. for 14 hours and acidified with 1 N HCl. The mixture was concentrated, diluted with H2O and the resulting precipitate was collected by filtration and washed with H2O to yield the title compound (171 mg). mp. 182-184° C.; IR (Nujol) 3295, 1729, 1711, 1653 cm−1; MS (ESI) m/z 514 (M−H)